Task: describe an organic reaction: reactants, conditions, products, and yield. Dataset: the Open Reaction Database (ORD), a public repository of structured organic reaction records The reactants are F[B-](F)(F)F, CCc1cc(Br)cc(CC)c1[N+]#N, CO, [Cl-], [Cl-], [Zn+2]. The product is CCc1cc(Br)cc(CC)c1OC. RXN SMILES: [B-:1]([F:2])([F:3])([F:4])[F:5].[Br:6][c:7]1[cH:8][c:9]([CH2:17][CH3:18])[c:10]([N+:15]#[N:16])[c:11]([CH2:13][CH3:14])[cH:12]1.[CH3:19][OH:20].[Cl-:21].[Cl-:23].[Zn+2:22]>>[Br:6][c:7]1[cH:8][c:9]([CH2:17][CH3:18])[c:10]([O:20][CH3:19])[c:11]([CH2:13][CH3:14])[cH:12]1. The reactants are CNC1=NC=C(C(=N1)O)C(=O)OCC (2-Methylamino-5-ethoxycarbonyl-4-hydroxypyrimidine), [OH-].[Na+] (NaOH). Run in O (water). Product: CNC1=NC=C(C(=N1)O)C(=O)O (2-Methylamino-4-hydroxypyrimidine-5-carboxylic acid). Reaction SMILES: [CH3:1][NH:2][C:3]1[N:8]=[C:7]([OH:9])[C:6]([C:10]([O:12]CC)=[O:11])=[CH:5][N:4]=1.[OH-].[Na+]>O>[CH3:1][NH:2][C:3]1[N:8]=[C:7]([OH:9])[C:6]([C:10]([OH:12])=[O:11])=[CH:5][N:4]=1 |f:1.2|. Procedure: 2-Methylamino-5-ethoxycarbonyl-4-hydroxypyrimidine (360 mg 1.9 mmol) was hydrolysed in boiling water (10 ml) with NaOH (0.19 g, 4.7 mmol) for 2 h. Cooling and acidification to pH 2 yielded the named product as a precipitate (261 mg, 80%).